describe an organic reaction: reactants, conditions, products, and yield From a dataset of the Open Reaction Database (ORD), a public repository of structured organic reaction records. Starting materials: C(C)(=O)[O-].[Na+] (Sodium acetate), BrC=1C=NC=CC1C(=O)OCC (ethyl 3-bromo-4-pyridine carboxylate), Cl.NC1=C(C=CC(=C1)C#N)B(O)O (2-amino-4-cyanophenylboronic acid hydrochloric acid salt). Reagents/catalysts: [Pd](Cl)Cl.C1(=CC=CC=C1)P([C-]1C=CC=C1)C1=CC=CC=C1.[C-]1(C=CC=C1)P(C1=CC=CC=C1)C1=CC=CC=C1.[Fe+2] (1,1′-bis(diphenylphosphino)ferrocene palladium (II) chloride). Solvent: O (water). Run at temperature 120 celsius. Yields the product O=C1NC2=C(C3=CN=CC=C13)C=CC(=C2)C#N (5-oxo-5,6-dihydrobenzo[c][2,6]naphthyridine-8-carbonitrile). Isolated yield 78.4%. As a reaction SMILES: C([O-])(=O)C.[Na+].Br[C:7]1[CH:8]=[N:9][CH:10]=[CH:11][C:12]=1[C:13]([O:15]CC)=O.Cl.[NH2:19][C:20]1[CH:25]=[C:24]([C:26]#[N:27])[CH:23]=[CH:22][C:21]=1B(O)O>[Pd](Cl)Cl.C1(P(C2C=CC=CC=2)[C-]2C=CC=C2)C=CC=CC=1.[C-]1(P(C2C=CC=CC=2)C2C=CC=CC=2)C=CC=C1.[Fe+2].O>[O:15]=[C:13]1[C:12]2[C:7](=[CH:8][N:9]=[CH:10][CH:11]=2)[C:21]2[CH:22]=[CH:23][C:24]([C:26]#[N:27])=[CH:25][C:20]=2[NH:19]1 |f:0.1,3.4,5.6.7.8|. Procedure details: Sodium acetate (410 mg, 5 mmol) and 1,1′-bis(diphenylphosphino)ferrocene palladium (II) chloride (complexed with dichloromethane) (36 mg, 0.05 mmol) were added to a mixture of ethyl 3-bromo-4-pyridine carboxylate (230 mg, 1.0 mmol) and 2-amino-4-cyanophenylboronic acid hydrochloric acid salt (179 mg, 0.9 mmol). The mixture was connected to an exit bubbler and heated to 120° C. for 18 hours at which time LCMS analysis indicated that the reaction was done based on the disappearance of starting mat... Starting materials: OC1CCN(CC1)C1=NC=C(C=N1)C=1N=NN(N1)CC(=O)OCC (ethyl {5-[2-(4-hydroxypiperidin-1-yl)pyrimidin-5-yl]-2H-tetrazol-2-yl}acetate), N(=NC(=O)OC(C)(C)C)C(=O)OC(C)(C)C (di-tert-butyl azodicarboxylate), BrC1=C(C=C(C=C1)F)O (2-bromo-5-fluorophenol), C1(=CC=CC=C1)P(C1=CC=CC=C1)C1=CC=CC=C1 (triphenylphosphine). Product: BrC1=C(OC2CCN(CC2)C2=NC=C(C=N2)C=2N=NN(N2)CC(=O)O)C=C(C=C1)F ((5-{2-[4-(2-Bromo-5-fluorophenoxy)piperidin-1-yl]pyrimidin-5-yl}-2H-tetrazol-2-yl)acetic acid). Reaction SMILES: [OH:1][CH:2]1[CH2:7][CH2:6][N:5]([C:8]2[N:13]=[CH:12][C:11]([C:14]3[N:15]=[N:16][N:17]([CH2:19][C:20]([O:22]CC)=[O:21])[N:18]=3)=[CH:10][N:9]=2)[CH2:4][CH2:3]1.[Br:25][C:26]1[CH:31]=[CH:30][C:29]([F:32])=[CH:28][C:27]=1O.C1(P(C2C=CC=CC=2)C2C=CC=CC=2)C=CC=CC=1.N(C(OC(C)(C)C)=O)=NC(OC(C)(C)C)=O>>[Br:25][C:26]1[CH:31]=[CH:30][C:29]([F:32])=[CH:28][C:27]=1[O:1][CH:2]1[CH2:3][CH2:4][N:5]([C:8]2[N:13]=[CH:12][C:11]([C:14]3[N:15]=[N:16][N:17]([CH2:19][C:20]([OH:22])=[O:21])[N:18]=3)=[CH:10][N:9]=2)[CH2:6][CH2:7]1. Procedure: The title compound was prepared in a similar manner as that described for Example 3 (step 4) from ethyl {5-[2-(4-hydroxypiperidin-1-yl)pyrimidin-5-yl]-2H-tetrazol-2-yl}acetate, 2-bromo-5-fluorophenol, triphenylphosphine and di-tert-butyl azodicarboxylate.